From a dataset of the Open Reaction Database (ORD), a public repository of structured organic reaction records. describe an organic reaction: reactants, conditions, products, and yield The reactants are BrCCCCCCBr, CCOC(C)=O, Cc1cccc(CCO)n1. The product is Cc1cccc(CCOCCCCCCBr)n1. RXN SMILES: [Br:11][CH2:12][CH2:13][CH2:14][CH2:15][CH2:16][CH2:17][Br:18].[CH3:19][CH2:20][O:21][C:22](=[O:23])[CH3:24].[CH3:1][c:2]1[cH:3][cH:4][cH:5][c:6]([CH2:8][CH2:9][OH:10])[n:7]1>>[CH3:1][c:2]1[cH:3][cH:4][cH:5][c:6]([CH2:8][CH2:9][O:10][CH2:17][CH2:16][CH2:15][CH2:14][CH2:13][CH2:12][Br:11])[n:7]1.